Dataset: the Open Reaction Database (ORD), a public repository of structured organic reaction records. Task: describe an organic reaction: reactants, conditions, products, and yield The reactants are ClCC=1C=C(C=CC1)COC1=CC=C2C(C(OC2=C1)=CC=CC1=CC=CC=C1)=O (6-(3-chloromethyl-phenylmethoxy)-2-cinnamylidenecoumaran-3-one), C(O)([O-])=O.[Na+] (sodium hydrogencarbonate), FC1=CC=C(C(=O)NC2CCNCC2)C=C1 (4-(4-fluorobenzamido)piperidine). The solvent is CN(C=O)C (dimethylformamide). Reaction conditions: temperature 60 celsius. Yields the product FC1=CC=C(C(=O)NC2CCN(CC2)CC=2C=C(C=CC2)COC2=CC=C3C(C(OC3=C2)=CC=CC2=CC=CC=C2)=O)C=C1 (6-{3-[4-(4-fluorobenzamido)piperidinomethyl]phenylmethoxy}-2-cinnamylidenecoumaran-3-one). Yield: 65.8%. As a reaction SMILES: Cl[CH2:2][C:3]1[CH:4]=[C:5]([CH2:9][O:10][C:11]2[CH:19]=[C:18]3[C:14]([C:15](=[O:29])[C:16](=[CH:20][CH:21]=[CH:22][C:23]4[CH:28]=[CH:27][CH:26]=[CH:25][CH:24]=4)[O:17]3)=[CH:13][CH:12]=2)[CH:6]=[CH:7][CH:8]=1.C(=O)([O-])O.[Na+].[F:35][C:36]1[CH:50]=[CH:49][C:39]([C:40]([NH:42][CH:43]2[CH2:48][CH2:47][NH:46][CH2:45][CH2:44]2)=[O:41])=[CH:38][CH:37]=1>CN(C)C=O>[F:35][C:36]1[CH:50]=[CH:49][C:39]([C:40]([NH:42][CH:43]2[CH2:48][CH2:47][N:46]([CH2:2][C:3]3[CH:4]=[C:5]([CH2:9][O:10][C:11]4[CH:19]=[C:18]5[C:14]([C:15](=[O:29])[C:16](=[CH:20][CH:21]=[CH:22][C:23]6[CH:28]=[CH:27][CH:26]=[CH:25][CH:24]=6)[O:17]5)=[CH:13][CH:12]=4)[CH:6]=[CH:7][CH:8]=3)[CH2:45][CH2:44]2)=[O:41])=[CH:38][CH:37]=1 |f:1.2|. Reported procedure: A mixture of 520 mg 6-(3-chloromethyl-phenylmethoxy)-2-cinnamylidenecoumaran-3-one (preparation 6), 150 mg sodium hydrogencarbonate, 330 mg 4-(4-fluorobenzamido)piperidine and 15 ml dimethylformamide is warmed to 60° C. for 3 hours, then evaporated, mixed with water and extracted with ethyl acetate. After evaporation of the extract, the residue is purified by silica gel chromatography (eluent ethyl acetate) to give 500 mg (65%) of the desired compound, m.p. 126-128° C. Starting materials: FC(C(=O)O)(F)F.COC(CNC([C@@H](N)COCC=C)=O)=O (O-allyl L-seryl glycine methyl ester trifluoroacetate), C(C)(C)(C)OC(=O)N[C@@H](COCC=C)C(=O)N[C@@H](C(C)C)C(=O)N[C@@H](C(C)C)C(=O)O (N-tert-butoxycarbonyl O-allyl L-seryl L-valyl L-valine), C(C)(C)N(C(C)C)CC (N,N-diisopropylethyl amine), C1=CC=C2C(=C1)N=NN2O.O (HOBt hydrate), CCN=C=NCCCN(C)C.Cl (EDC hydrochloride). Solvent: C(Cl)Cl (CH2Cl2). Reaction conditions: temperature 0 celsius, time 30 minute. The product is COC(CNC([C@@H](NC([C@@H](NC([C@@H](NC([C@@H](NC(=O)OC(C)(C)C)COCC=C)=O)C(C)C)=O)C(C)C)=O)COCC=C)=O)=O (N-tert-butoxycarbonyl O-allyl L-seryl L-valyl L-valyl O-allyl L-seryl glycine methyl ester). Reaction SMILES: FC(F)(F)C(O)=O.[CH3:8][O:9][C:10](=[O:22])[CH2:11][NH:12][C:13](=[O:21])[C@H:14]([CH2:16][O:17][CH2:18][CH:19]=[CH2:20])[NH2:15].[C:23]([O:27][C:28]([NH:30][C@H:31]([C:37]([NH:39][C@H:40]([C:44]([NH:46][C@H:47]([C:51](O)=[O:52])[CH:48]([CH3:50])[CH3:49])=[O:45])[CH:41]([CH3:43])[CH3:42])=[O:38])[CH2:32][O:33][CH2:34][CH:35]=[CH2:36])=[O:29])([CH3:26])([CH3:25])[CH3:24].C(N(CC)C(C)C)(C)C.C1C=C2N=NN(O)C2=CC=1.O.CCN=C=NCCCN(C)C.Cl>C(Cl)Cl>[CH3:8][O:9][C:10](=[O:22])[CH2:11][NH:12][C:13](=[O:21])[C@H:14]([CH2:16][O:17][CH2:18][CH:19]=[CH2:20])[NH:15][C:51](=[O:52])[C@H:47]([CH:48]([CH3:50])[CH3:49])[NH:46][C:44](=[O:45])[C@H:40]([CH:41]([CH3:42])[CH3:43])[NH:39][C:37](=[O:38])[C@H:31]([CH2:32][O:33][CH2:34][CH:35]=[CH2:36])[NH:30][C:28]([O:27][C:23]([CH3:25])([CH3:24])[CH3:26])=[O:29] |f:0.1,4.5,6.7|. Reported procedure: O-allyl L-seryl methyl ester trifluoroacetate 20 (7.03 g, 21.3 mmol), N-tert-butoxycarbonyl O-allyl L-seryl L-valyl L-valine 15 (9.45 g, 21.3 mmol) and N,N-diisopropylethyl amine (2.75 g, 21.3 mmol) were dissolved in CH2Cl2 (100 mL) and the solution cooled to 0° C. (icebath). HOBt hydrate (3.26 g, 21.3 mmol) and then EDC hydrochloride (4.49 g, 23.4 mmol) were added in small portions. The reaction mixture was stirred for 1 h 30 min at 0° C. after which the icebath was removed and the mixture stir... The product is COc1nccc(I)c1CO. Reactants: [BH4-], CO, COc1nccc(I)c1C=O, [Na+]. As a reaction SMILES: [BH4-:1].[CH3:14][OH:15].[CH:3](=[O:4])[c:5]1[c:6]([O:12][CH3:13])[n:7][cH:8][cH:9][c:10]1[I:11].[Na+:2]>>[CH2:3]([OH:4])[c:5]1[c:6]([O:12][CH3:13])[n:7][cH:8][cH:9][c:10]1[I:11]. Starting materials: CON(C(=O)C1=CC=2C=NC=CC2S1)C (N-methoxy-N-methylthieno[3,2-c]pyridine-2-carboxamide), C[Mg+].[Br-] (MeMgBr), [NH4+].[Cl-] (NH4Cl). Run in C1CCOC1 (THF). Conditions: time 8 hour. Product: S1C(=CC=2C=NC=CC21)C(C)=O (1-(Thieno[3,2-c]pyridin-2-yl)ethanone). RXN SMILES: CON(C)[C:4]([C:6]1[S:14][C:13]2[CH:12]=[CH:11][N:10]=[CH:9][C:8]=2[CH:7]=1)=[O:5].[CH3:16][Mg+].[Br-].[NH4+].[Cl-]>C1COCC1>[S:14]1[C:13]2[CH:12]=[CH:11][N:10]=[CH:9][C:8]=2[CH:7]=[C:6]1[C:4](=[O:5])[CH3:16] |f:1.2,3.4|. Procedure: To a solution of N-methoxy-N-methylthieno[3,2-c]pyridine-2-carboxamide (D′-2) (11.1 g, 50 mmol) in anhydrous THF (150 mL) was added MeMgBr (3M in ethyl ether, 25 mL, 75 mmol) at 0° C. under N2. The reaction mixture was allowed to warm to the ambient temperature and stirred overnight. Saturated aqueous NH4Cl solution was added to quench the reaction. The resulting mixture was then extracted with EtOAc. The combined organic layers were dried over Na2SO4, filtered, and concentrated to afford the ti... The reactants are [C-]#N.[Na+] (sodium cyanide), ClCC1=NN(N=C1C)C1=CC=CC=C1 (4-chloromethyl-5-methyl-2-phenyl-1,2,3-triazol), [OH-].[Na+] (sodium hydroxide). Solvent: CN(C)C=O (DMF). Reaction conditions: time 3 hour. The product is CC=1C(=NN(N1)C1=CC=CC=C1)CC#N (2-(5-Methyl-2-phenyl-1,2,3-triazol4-yl)ethanenitrile). Isolated yield 90.1%. RXN SMILES: [C-:1]#[N:2].[Na+].Cl[CH2:5][C:6]1[C:10]([CH3:11])=[N:9][N:8]([C:12]2[CH:17]=[CH:16][CH:15]=[CH:14][CH:13]=2)[N:7]=1.[OH-].[Na+]>CN(C=O)C>[CH3:11][C:10]1[C:6]([CH2:5][C:1]#[N:2])=[N:7][N:8]([C:12]2[CH:17]=[CH:16][CH:15]=[CH:14][CH:13]=2)[N:9]=1 |f:0.1,3.4|. Procedure: 1.8 g of sodium cyanide was suspended in 30 ml of DMF, and 5.0 g of 4-chloromethyl-5-methyl-2-phenyl-1,2,3-triazol was added under cooling with ice. After stirring for 3 hours at room temperature, an aqueous solution of sodium hydroxide was added to the reaction solution to make it alkaline, and extracted with toluene. The organic phase was washed with water and a saturated salt solution, then dried over anhydrous sodium sulfate. After the solvent was distilled off, the deposited crystals were w... The reactants are C(=O)(O)[O-].[Na+] (NaHCO3), [Na+].[Cl-] (NaCl), COC1=CC=C(CNC2=NC=C(C3=C2C2=C(S3)C=C(C=C2)C2=CC=C(C=C2)C(F)(F)F)C#N)C=C1 (1-[(4-Methoxybenzyl)amino]-7-[4-(trifluoromethyl)phenyl][1]benzothieno[3,2-c]pyridine-4-carbonitrile), OS(=O)(=O)O (H2SO4), final mixture. Run in C1CCOC1.CCOC(=O)C (THF EtOAc). Yields the product NC1=NC=C(C2=C1C1=C(S2)C=C(C=C1)C1=CC=C(C=C1)C(F)(F)F)C(=O)N (1-Amino-7-[4-(trifluoromethyl)phenyl][1]benzothieno[3,2-c]pyridine-4-carboxamide). As a reaction SMILES: COC1C=CC(C[NH:8][C:9]2[C:14]3[C:15]4[CH:21]=[CH:20][C:19]([C:22]5[CH:27]=[CH:26][C:25]([C:28]([F:31])([F:30])[F:29])=[CH:24][CH:23]=5)=[CH:18][C:16]=4[S:17][C:13]=3[C:12]([C:32]#[N:33])=[CH:11][N:10]=2)=CC=1.[OH:36]S(O)(=O)=O.C([O-])(O)=O.[Na+].[Na+].[Cl-]>C1COCC1.CCOC(C)=O>[NH2:8][C:9]1[C:14]2[C:15]3[CH:21]=[CH:20][C:19]([C:22]4[CH:27]=[CH:26][C:25]([C:28]([F:29])([F:31])[F:30])=[CH:24][CH:23]=4)=[CH:18][C:16]=3[S:17][C:13]=2[C:12]([C:32]([NH2:33])=[O:36])=[CH:11][N:10]=1 |f:2.3,4.5,6.7|. Reported procedure: 1-[(4-Methoxybenzyl)amino]-7-[4-(trifluoromethyl)phenyl][1]benzothieno[3,2-c]pyridine-4-carbonitrile was placed in a flask cooled to 0° C. before conc. H2SO4 (excess) was added dropwise under vigorous stirring. The final mixture was warmed to room temperature and, after 1 h, poured into THF/EtOAc and aqueous NaHCO3 previously saturated with NaCl solid. After separation of the organic phase, the aqueous phase was extracted again with THF/EtOAc, and the combined organic phases were dried over MgSO... Starting materials: O=C([O-])[O-], CO, O=C(C=Cc1ccccc1)C=Cc1ccccc1, O=C(C=Cc1ccccc1)C=Cc1ccccc1, O=C(C=Cc1ccccc1)C=Cc1ccccc1, ClCCl, [Cs+], [Cs+], Nc1ncc([N+](=O)[O-])cn1, O=C(NCCN1CCCC1)c1ccc(Br)cn1, [Pd], [Pd], CC1(C)c2cccc(P(c3ccccc3)c3ccccc3)c2Oc2c(P(c3ccccc3)c3ccccc3)cccc21. The product is O=C(NCCN1CCCC1)c1ccc(Nc2ncc([N+](=O)[O-])cn2)cn1. As a reaction SMILES: [C:28](=[O:29])([O-:30])[O-:31].[CH3:135][OH:136].[CH:114](=[CH:115][C:116]([CH:117]=[CH:118][c:119]1[cH:120][cH:121][cH:122][cH:123][cH:124]1)=[O:125])[c:126]1[cH:127][cH:128][cH:129][cH:130][cH:131]1.[CH:78](=[CH:79][C:80]([CH:81]=[CH:82][c:83]1[cH:84][cH:85][cH:86][cH:87][cH:88]1)=[O:89])[c:90]1[cH:91][cH:92][cH:93][cH:94][cH:95]1.[CH:96](=[CH:97][C:98]([CH:99]=[CH:100][c:101]1[cH:102][cH:103][cH:104][cH:105][cH:106]1)=[O:107])[c:108]1[cH:109][cH:110][cH:111][cH:112][cH:113]1.[Cl:132][CH2:133][Cl:134].[Cs+:32].[Cs+:33].[N+:1](=[O:2])([O-:3])[c:4]1[cH:5][n:6][c:7]([NH2:10])[n:8][cH:9]1.[N:11]1([CH2:16][CH2:17][NH:18][C:19](=[O:20])[c:21]2[n:22][cH:23][c:24]([Br:27])[cH:25][cH:26]2)[CH2:12][CH2:13][CH2:14][CH2:15]1.[Pd:76].[Pd:77].[c:34]1([P:35]([c:36]2[cH:37][cH:38][cH:39][cH:40][cH:41]2)[c:42]2[c:43]3[c:67]([cH:68][cH:69][cH:70]2)[C:64]([CH3:65])([CH3:66])[c:46]2[c:45]([c:50]([P:51]([c:52]4[cH:53][cH:54][cH:55][cH:56][cH:57]4)[c:58]4[cH:59][cH:60][cH:61][cH:62][cH:63]4)[cH:49][cH:48][cH:47]2)[O:44]3)[cH:71][cH:72][cH:73][cH:74][cH:75]1>>[N+:1](=[O:2])([O-:3])[c:4]1[cH:5][n:6][c:7]([NH:10][c:24]2[cH:23][n:22][c:21]([C:19]([NH:18][CH2:17][CH2:16][N:11]3[CH2:12][CH2:13][CH2:14][CH2:15]3)=[O:20])[cH:26][cH:25]2)[n:8][cH:9]1. Reactants: Cl (HCl), NC1=CC(=NC(=C1C#N)OCC)C(=O)NCC1=CC=C(OCC(=O)OCC)C=C1 (Ethyl [4-({[(4-amino-5-cyano-6-ethoxypyridin-2-yl)carbonyl]amino}methyl)phenoxy]acetate), CO (methanol), [OH-].[Na+] (NaOH). The solvent is O1CCCC1 (tetrahydrofuran). Reaction conditions: time 2 hour. Yields the product NC1=CC(=NC(=C1C#N)OCC)C(=O)NCC1=CC=C(OCC(=O)O)C=C1 ([4-({[(4-amino-5-cyano-6-ethoxypyridin-2-yl)carbonyl]amino}methyl)phenoxy]acetic acid). Yield: 98.7%. As a reaction SMILES: [NH2:1][C:2]1[C:7]([C:8]#[N:9])=[C:6]([O:10][CH2:11][CH3:12])[N:5]=[C:4]([C:13]([NH:15][CH2:16][C:17]2[CH:29]=[CH:28][C:20]([O:21][CH2:22][C:23]([O:25]CC)=[O:24])=[CH:19][CH:18]=2)=[O:14])[CH:3]=1.CO.[OH-].[Na+].Cl>O1CCCC1>[NH2:1][C:2]1[C:7]([C:8]#[N:9])=[C:6]([O:10][CH2:11][CH3:12])[N:5]=[C:4]([C:13]([NH:15][CH2:16][C:17]2[CH:18]=[CH:19][C:20]([O:21][CH2:22][C:23]([OH:25])=[O:24])=[CH:28][CH:29]=2)=[O:14])[CH:3]=1 |f:2.3|. Procedure: To a solution of Example 188A (102 mg, 0.26 mmol) in a mixed solvent of methanol (2 mL) and tetrahydrofuran (2 mL) was added 2N NaOH (300 μL, 0.6 mmol). The reaction mixture was stirred at ambient temperature for 2 hr, and then acidified with 600 μL 1N HCl. It was partitioned between ethyl acetate and water. The organic layer was washed with brine, dried over MgSO4, and concentrated in vacuo to provide the titled compound as white solid (95 mg, 100%).